Task: describe an organic reaction: reactants, conditions, products, and yield. Dataset: the Open Reaction Database (ORD), a public repository of structured organic reaction records Reactants: N1CCC2=CC=CC=C12 (indoline), C1(CC(CCC1)=O)=O (cyclohexane-1,3-dione). The product is N1(CCC2=CC=CC=C12)C1=CC(CCC1)=O (3-(2,3-Dihydro-1H-indol-1-yl)-2-cyclohexen-1-one). Yield: 75.7%. RXN SMILES: [NH:1]1[C:9]2[C:4](=[CH:5][CH:6]=[CH:7][CH:8]=2)[CH2:3][CH2:2]1.[C:10]1(=O)[CH2:15][CH2:14][CH2:13][C:12](=[O:16])[CH2:11]1>>[N:1]1([C:10]2[CH2:15][CH2:14][CH2:13][C:12](=[O:16])[CH:11]=2)[C:9]2[C:4](=[CH:5][CH:6]=[CH:7][CH:8]=2)[CH2:3][CH2:2]1. Procedure details: A mixture of indoline (5.39 g) and cyclohexane-1,3-dione (5.07 g) was heated at ca. 150° for 7 h. After cooling, the mixture was purified by FCC eluting with ethyl acetate: methanol (10:1) to give a solid (7.30 g) which was recrystallised from ethyl acetate: ether (ca. 4:1) to give the title compound (5.08 g), m.p. 85°-86°.